From a dataset of the Open Reaction Database (ORD), a public repository of structured organic reaction records. describe an organic reaction: reactants, conditions, products, and yield Starting materials: ClC1=C(C=CC2=CC(=CC=C12)Br)O (1-chloro-6-bromo-2-naphthol). Reagents/catalysts: Cl[Pd]([P](C1=CC=CC=C1)(C2=CC=CC=C2)C3=CC=CC=C3)([P](C4=CC=CC=C4)(C5=CC=CC=C5)C6=CC=CC=C6)Cl (PdCl2(PPh3)2), [Cu](I)I (copper iodide). The solvent is C(C)N(CC)CC (triethylamine). The product is ClC1=C(C=CC2=CC(=CC=C12)C#CCCC)O (1-chloro-6-(1-pentynyl)-2-naphthol). The yield is 177.5%. RXN SMILES: [Cl:1][C:2]1[C:11]2[C:6](=[CH:7][C:8](Br)=[CH:9][CH:10]=2)[CH:5]=[CH:4][C:3]=1[OH:13]>Cl[Pd](Cl)([P](C1C=CC=CC=1)(C1C=CC=CC=1)C1C=CC=CC=1)[P](C1C=CC=CC=1)(C1C=CC=CC=1)C1C=CC=CC=1.[Cu](I)I.C(N(CC)CC)C>[Cl:1][C:2]1[C:11]2[C:6](=[CH:7][C:8]([C:11]#[C:2][CH2:3][CH2:4][CH3:5])=[CH:9][CH:10]=2)[CH:5]=[CH:4][C:3]=1[OH:13] |^1:16,35|. Procedure details: The compound (S7-3) was synthesized according to the method disclosed in Synthesis, No. 9, 1439 (2004). 38.3 g of 1-chloro-6-bromo-2-naphthol (S1-2), 5.2 g of PdCl2(PPh3)2, 0.71 g of copper iodide and 400 mL of triethylamine were added to a reactor under a nitrogen atmosphere and stirred at room temperature, to which 35.8 g of 1-heptine (S7-2) was added, followed by refluxing for 6 hours. The reaction mixture was cooled to room temperature, and the solvent was distilled off under reduced pressur...